The task is: describe an organic reaction: reactants, conditions, products, and yield. This data is from the Open Reaction Database (ORD), a public repository of structured organic reaction records. Reactants: CO, O=C(O)C(Cc1ccc(Cl)cc1Cl)c1c(Cl)cccc1Cl, Cl. Product: COC(=O)C(Cc1ccc(Cl)cc1Cl)c1c(Cl)cccc1Cl. As a reaction SMILES: [CH3:23][OH:24].[Cl:2][c:3]1[c:4]([CH2:10][CH:11]([C:12](=[O:13])[OH:14])[c:15]2[c:16]([Cl:22])[cH:17][cH:18][cH:19][c:20]2[Cl:21])[cH:5][cH:6][c:7]([Cl:9])[cH:8]1.[ClH:1]>>[Cl:2][c:3]1[c:4]([CH2:10][CH:11]([C:12](=[O:13])[O:14][CH3:23])[c:15]2[c:16]([Cl:22])[cH:17][cH:18][cH:19][c:20]2[Cl:21])[cH:5][cH:6][c:7]([Cl:9])[cH:8]1. Reactants: O=C(N=C=S)c1ccccc1, COc1ccc(C2CCOCC2)cc1N, CC(C)=O. Yields the product COc1ccc(C2CCOCC2)cc1NC(=S)NC(=O)c1ccccc1. Reaction SMILES: [C:16]([c:17]1[cH:18][cH:19][cH:20][cH:21][cH:22]1)(=[O:23])[N:24]=[C:25]=[S:26].[CH3:1][O:2][c:3]1[c:4]([NH2:15])[cH:5][c:6]([CH:9]2[CH2:10][CH2:11][O:12][CH2:13][CH2:14]2)[cH:7][cH:8]1.[CH3:27][C:28](=[O:29])[CH3:30]>>[CH3:1][O:2][c:3]1[c:4]([NH:15][C:25]([NH:24][C:16]([c:17]2[cH:18][cH:19][cH:20][cH:21][cH:22]2)=[O:23])=[S:26])[cH:5][c:6]([CH:9]2[CH2:10][CH2:11][O:12][CH2:13][CH2:14]2)[cH:7][cH:8]1. Starting materials: ClC=1C=CC(=C(C(=O)Cl)C1)OC (5-chloro-2-methoxybenzoyl chloride), Cl.NCC1=CC=C(C=C1)CC(=O)O (4-aminomethyl-phenylacetic acid hydrochloride). The solvent is CC(=O)C (acetone), [OH-].[Na+] (sodium hydroxide), CC(=O)C (acetone), O (water). Run at time 3 hour. Product: ClC=1C=CC(=C(C(=O)NCC2=CC=C(C=C2)CC(=O)O)C1)OC (4-(5-chloro-2-methoxybenzamidomethyl)-phenylacetic acid). The yield is 22.1%. RXN SMILES: [Cl:1][C:2]1[CH:3]=[CH:4][C:5]([O:11][CH3:12])=[C:6]([CH:10]=1)[C:7](Cl)=[O:8].Cl.[NH2:14][CH2:15][C:16]1[CH:21]=[CH:20][C:19]([CH2:22][C:23]([OH:25])=[O:24])=[CH:18][CH:17]=1>CC(C)=O.[OH-].[Na+].O>[Cl:1][C:2]1[CH:3]=[CH:4][C:5]([O:11][CH3:12])=[C:6]([CH:10]=1)[C:7]([NH:14][CH2:15][C:16]1[CH:21]=[CH:20][C:19]([CH2:22][C:23]([OH:25])=[O:24])=[CH:18][CH:17]=1)=[O:8] |f:1.2,4.5|. Procedure details: A solution of 5.0 g 5-chloro-2-methoxybenzoyl chloride in 10 ml acetone is added, with ice cooling, to a solution of 5.0 g 4-aminomethyl-phenylacetic acid hydrochloride in 25 ml 2 N aqueous sodium hydroxide solution and 25 ml acetone. The reaction mixture is then stirred for 3 hours at ambient temperature, diluted with water, filtered with charcoal and the filtrate acidified with 2 N hydrochloric acid. The precipitate obtained is filtered off with suction and dried and then recrystallized from e...